The task is: describe an organic reaction: reactants, conditions, products, and yield. This data is from the Open Reaction Database (ORD), a public repository of structured organic reaction records. Reaction SMILES: [NH2:1][CH2:2][C:3]1[NH:7][C:6]2[CH:8]=[CH:9][CH:10]=[C:11]([NH:12][C:13](=[O:35])[C:14]3[CH:19]=[CH:18][C:17]([C:20]([N:22]4[C:28]5[CH:29]=[CH:30][CH:31]=[CH:32][C:27]=5[CH2:26][CH2:25][CH2:24][CH2:23]4)=[O:21])=[CH:16][C:15]=3[O:33][CH3:34])[C:5]=2[N:4]=1.[CH3:36][S:37](Cl)(=[O:39])=[O:38].CCOCC>N1C=CC=CC=1>[CH3:34][O:33][C:15]1[CH:16]=[C:17]([C:20]([N:22]2[C:28]3[CH:29]=[CH:30][CH:31]=[CH:32][C:27]=3[CH2:26][CH2:25][CH2:24][CH2:23]2)=[O:21])[CH:18]=[CH:19][C:14]=1[C:13]([NH:12][C:11]1[C:5]2[N:4]=[C:3]([CH2:2][NH:1][S:37]([CH3:36])(=[O:39])=[O:38])[NH:7][C:6]=2[CH:8]=[CH:9][CH:10]=1)=[O:35]. Yield: 84.0%. Yields the product COC1=C(C(=O)NC2=CC=CC=3NC(=NC32)CNS(=O)(=O)C)C=CC(=C1)C(=O)N1CCCCC3=C1C=CC=C3 (2-methoxy-N-(2-methanesulfonylaminomethyl-1H-benzimidazol-4-yl)-4-(2,3,4,5-tetrahydro-1H-1-benzazepin-1-yl)carbonylbenzamide). Reactants: CCOCC (ether), ice, NCC1=NC2=C(N1)C=CC=C2NC(C2=C(C=C(C=C2)C(=O)N2CCCCC1=C2C=CC=C1)OC)=O (N-(2-aminomethyl-1H-benzimidazol-4-yl)-2-methoxy-4-(2,3,4,5-tetrahydro-1H-1-benzazepin-1-yl)carbonylbenzamide), CS(=O)(=O)Cl (methanesulfonyl chloride). Procedure details: To an ice-bath-cooled solution of N-(2-aminomethyl-1H-benzimidazol-4-yl)-2-methoxy-4-(2,3,4,5-tetrahydro-1H-1-benzazepin-1-yl)carbonylbenzamide (100 mg) in pyridine (5 ml) was added methanesulfonyl chloride (24.4 mg) and the solution was stirred at room temperature for 4 hours. After removing the solvent by evaporation, the product was purified by silica gel column chromatography (chloroform) to give a syrup and the syrup was solidified with ether to give 2-methoxy-N-(2-methanesulfonylaminomethy... Run in N1=CC=CC=C1 (pyridine). Run at time 4 hour. Starting materials: FC1=CC=C(C=C1)C=CC1=CC=C(C=C1)C1=CC=C(C=C1)CCCCC (1-(p-fluorophenyl)-2-(4'-n-pentyl-biphenyl-4-yl)ethene). Reagents/catalysts: [Pd] (Pd/C). Solvent: O1CCCC1 (tetrahydrofuran). Product: FC1=CC=C(C=C1)CCC1=CC=C(C=C1)C1=CC=C(C=C1)CCCCC (1-(p-fluorophenyl)-2-(4'-n-pentylbiphenyl-4-yl)ethane). RXN SMILES: [F:1][C:2]1[CH:7]=[CH:6][C:5]([CH:8]=[CH:9][C:10]2[CH:15]=[CH:14][C:13]([C:16]3[CH:21]=[CH:20][C:19]([CH2:22][CH2:23][CH2:24][CH2:25][CH3:26])=[CH:18][CH:17]=3)=[CH:12][CH:11]=2)=[CH:4][CH:3]=1>O1CCCC1.[Pd]>[F:1][C:2]1[CH:3]=[CH:4][C:5]([CH2:8][CH2:9][C:10]2[CH:15]=[CH:14][C:13]([C:16]3[CH:17]=[CH:18][C:19]([CH2:22][CH2:23][CH2:24][CH2:25][CH3:26])=[CH:20][CH:21]=3)=[CH:12][CH:11]=2)=[CH:6][CH:7]=1. Procedure details: A solution of 9.5 g of 1-(p-fluorophenyl)-2-(4'-n-pentyl-biphenyl-4-yl)ethene [obtained by Heck coupling of 4-fluorostyrene with 4-bromo-4'-n-pentylbiphenyl] in 100 ml of tetrahydrofuran is hydrogenated in the presence of Pd/C until the take-up of H is complete. Customary work-up gives 1-(p-fluorophenyl)-2-(4'-n-pentylbiphenyl-4-yl)ethane, mp. 60°, cp. 109°. Starting materials: C(C)(=O)OCC (Ethyl acetate), C(C=C)OC(=O)NCC(CNC(=O)OCC=C)C1=C(N2C([C@@H]([C@H]2C1)[C@@H](C)O[Si](C)(C)C(C)(C)C)=O)C(=O)OCC=C (allyl (5R,6S)-3-[2-allyloxycarbonylamino-1-(N-allyloxycarbonylaminomethyl)ethyl]-6-[(R)-1-(t-butyldimethylsilyloxy)ethyl]-7-oxo-1-azabicyclo[3.2.0]hept-2-ene-2-carboxylate), C(C)(=O)O (acetic acid), [F-].C(CCC)[N+](CCCC)(CCCC)CCCC (tetrabutylammonium fluoride). The solvent is O (water), O1CCCC1 (tetrahydrofuran). Reaction conditions: time 20 hour. Product: C(C=C)OC(=O)NCC(CNC(=O)OCC=C)C1=C(N2C([C@@H]([C@H]2C1)[C@@H](C)O)=O)C(=O)OCC=C (allyl (5R,6S)-3-[2-allyloxycarbonylamino-1-(N-allyloxycarbonylaminomethyl)ethyl]-6-[(R)-1-hydroxyethyl]-7-oxo-1-azabicyclo[3.2.0]hept-2-ene-2-carboxylate). The yield is 54.6%. RXN SMILES: [CH2:1]([O:4][C:5]([NH:7][CH2:8][CH:9]([C:18]1[CH2:24][C@H:23]2[N:20]([C:21](=[O:35])[C@@H:22]2[C@H:25]([O:27][Si](C(C)(C)C)(C)C)[CH3:26])[C:19]=1[C:36]([O:38][CH2:39][CH:40]=[CH2:41])=[O:37])[CH2:10][NH:11][C:12]([O:14][CH2:15][CH:16]=[CH2:17])=[O:13])=[O:6])[CH:2]=[CH2:3].C(O)(=O)C.[F-].C([N+](CCCC)(CCCC)CCCC)CCC.C(OCC)(=O)C>O1CCCC1.O>[CH2:1]([O:4][C:5]([NH:7][CH2:8][CH:9]([C:18]1[CH2:24][C@H:23]2[N:20]([C:21](=[O:35])[C@@H:22]2[C@H:25]([OH:27])[CH3:26])[C:19]=1[C:36]([O:38][CH2:39][CH:40]=[CH2:41])=[O:37])[CH2:10][NH:11][C:12]([O:14][CH2:15][CH:16]=[CH2:17])=[O:13])=[O:6])[CH:2]=[CH2:3] |f:2.3|. Procedure: To a solution of 1.74 g of allyl (5R,6S)-3-[2-allyloxycarbonylamino-1-(N-allyloxycarbonylaminomethyl)ethyl]-6-[(R)-1-(t-butyldimethylsilyloxy)ethyl]-7-oxo-1-azabicyclo[3.2.0]hept-2-ene-2-carboxylate and 0.54 ml of acetic acid in 9 ml of tetrahydrofuran was added dropwise 3.29 g of 70 % tetrabutylammonium fluoride at room temperature. The mixture was stirred for 20 hours at room temperature. 60 ml of Ethyl acetate and 45 ml of water were added to the reaction mixture and the aqueous layer was ext... RXN SMILES: [C:15](=[O:16])([O-:17])[O-:18].[CH3:1][C:2]1([CH3:14])[O:3][B:4]([c:9]2[cH:10][n:11][nH:12][cH:13]2)[O:5][C:6]1([CH3:7])[CH3:8].[CH3:31][CH2:32][O:33][C:34]([CH3:35])=[O:36].[CH:21]([CH3:22])([CH3:23])[I:24].[Cs+:19].[Cs+:20].[O:26]=[CH:27][N:28]([CH3:29])[CH3:30].[OH2:25]>>[CH3:1][C:2]1([CH3:14])[O:3][B:4]([c:9]2[cH:10][n:11][n:12]([CH:21]([CH3:22])[CH3:23])[cH:13]2)[O:5][C:6]1([CH3:7])[CH3:8]. Yields the product CC(C)n1cc(B2OC(C)(C)C(C)(C)O2)cn1. Reactants: O=C([O-])[O-], CC1(C)OB(c2cn[nH]c2)OC1(C)C, CCOC(C)=O, CC(C)I, [Cs+], [Cs+], CN(C)C=O, O. The reactants are COC(=O)c1cc(OC)c(OS(=O)(=O)C(F)(F)F)cc1[N+](=O)[O-], CCO, [Cl-], [Fe], [NH4+], O. Product: COC(=O)c1cc(OC)c(OS(=O)(=O)C(F)(F)F)cc1N. As a reaction SMILES: [CH3:1][O:2][c:3]1[c:4]([O:16][S:17](=[O:18])(=[O:19])[C:20]([F:21])([F:22])[F:23])[cH:5][c:6]([N+:13]([O-:14])=[O:15])[c:7]([C:8](=[O:9])[O:10][CH3:11])[cH:12]1.[CH3:26][CH2:27][OH:28].[Cl-:24].[Fe:30].[NH4+:25].[OH2:29]>>[CH3:1][O:2][c:3]1[c:4]([O:16][S:17](=[O:18])(=[O:19])[C:20]([F:21])([F:22])[F:23])[cH:5][c:6]([NH2:13])[c:7]([C:8](=[O:9])[O:10][CH3:11])[cH:12]1. The reactants are COC(=O)C1=C(N(C(C(=C1)Br)=O)CC1CCCC1)CBr (5-bromo-2-bromomethyl-1-cyclopentylmethyl-6-oxo-1,6-dihydro-pyridine-3-carboxylic acid methyl ester), COC(CNS(=O)(=O)C1=CC=C(C=C1)C)=O ((toluene-4-sulfonylamino)-acetic acid methyl ester), [I-].[Na+] (sodium iodide), C([O-])([O-])=O.[K+].[K+] (potassium carbonate). Run in CN(C)C=O (DMF), O (Water). Reaction conditions: time 16 hour. Yields the product COC(=O)C1=C(N(C(C(=C1)Br)=O)CC1CCCC1)CN(S(=O)(=O)C1=CC=C(C=C1)C)CC(=O)OC (5-Bromo-1-cyclopentylmethyl-2-{[methoxycarbonylmethyl-(toluene-4-sulfonyl)-amino]-methyl}-6-oxo-1,6-dihydro-pyridine-3-carboxylic acid methyl ester). Yield: 83.0%. RXN SMILES: [CH3:1][O:2][C:3]([C:5]1[CH:10]=[C:9]([Br:11])[C:8](=[O:12])[N:7]([CH2:13][CH:14]2[CH2:18][CH2:17][CH2:16][CH2:15]2)[C:6]=1[CH2:19]Br)=[O:4].[CH3:21][O:22][C:23](=[O:36])[CH2:24][NH:25][S:26]([C:29]1[CH:34]=[CH:33][C:32]([CH3:35])=[CH:31][CH:30]=1)(=[O:28])=[O:27].[I-].[Na+].C(=O)([O-])[O-].[K+].[K+]>CN(C=O)C.O>[CH3:1][O:2][C:3]([C:5]1[CH:10]=[C:9]([Br:11])[C:8](=[O:12])[N:7]([CH2:13][CH:14]2[CH2:18][CH2:17][CH2:16][CH2:15]2)[C:6]=1[CH2:19][N:25]([CH2:24][C:23]([O:22][CH3:21])=[O:36])[S:26]([C:29]1[CH:30]=[CH:31][C:32]([CH3:35])=[CH:33][CH:34]=1)(=[O:28])=[O:27])=[O:4] |f:2.3,4.5.6|. Reported procedure: A mixture of 5-bromo-2-bromomethyl-1-cyclopentylmethyl-6-oxo-1,6-dihydro-pyridine-3-carboxylic acid methyl ester (2.5 g, 6.14 mmol), (toluene-4-sulfonylamino)-acetic acid methyl ester (1.42 g, 5.84 mmol), sodium iodide (1.84 g, 12.3 mmol) and potassium carbonate (1.70 g, 12.3 mmol) in DMF (40 mL) was stirred at r.t. for 16 h. Water was added, and the resulting suspension was extracted with EtOAc. The organic layer was washed with water and brine, and dried over MgSO4. After the solvent was evapo... Reactants: CC1(C)OC(=O)C(=CC(=O)O)O1, O=C(Cl)C(=O)Cl, CONCc1ccc(Cl)c(Cl)c1, ClCCl, Cl, c1ccccc1, c1ccncc1. Yields the product CON(Cc1ccc(Cl)c(Cl)c1)C(=O)C=C1OC(C)(C)OC1=O. As a reaction SMILES: [CH3:1][C:2]1([CH3:12])[O:3][C:4](=[O:11])[C:5](=[CH:7][C:8](=[O:9])[OH:10])[O:6]1.[Cl:13][C:14]([C:15]([Cl:16])=[O:17])=[O:18].[Cl:19][c:20]1[cH:21][c:22]([CH2:23][NH:24][O:25][CH3:26])[cH:27][cH:28][c:29]1[Cl:30].[Cl:37][CH2:38][Cl:39].[ClH:46].[cH:31]1[cH:32][cH:33][cH:34][cH:35][cH:36]1.[cH:40]1[cH:41][cH:42][n:43][cH:44][cH:45]1>>[CH3:1][C:2]1([CH3:12])[O:3][C:4](=[O:11])[C:5](=[CH:7][C:8](=[O:10])[N:24]([CH2:23][c:22]2[cH:21][c:20]([Cl:19])[c:29]([Cl:30])[cH:28][cH:27]2)[O:25][CH3:26])[O:6]1. Reactants: CC1(C)COC(c2ccc(C(C)(C)NCC(O)Cn3ccnc3)cc2)=N1, CCCO, O, O=S(=O)(O)O. Yields the product CCCOC(=O)c1ccc(C(C)(C)NCC(O)Cn2ccnc2)cc1. As a reaction SMILES: [CH3:1][C:2]1([CH3:3])[CH2:6][O:5][C:4]([c:7]2[cH:8][cH:9][c:10]([C:13]([CH3:14])([CH3:15])[NH:16][CH2:17][CH:18]([CH2:19][n:20]3[cH:21][n:22][cH:23][cH:24]3)[OH:25])[cH:11][cH:12]2)=[N:26]1.[CH3:33][CH2:34][CH2:35][OH:36].[OH2:32].[S:27]([OH:28])(=[O:29])(=[O:30])[OH:31]>>[CH3:1][CH2:2][CH2:6][O:5][C:4]([c:7]1[cH:8][cH:9][c:10]([C:13]([CH3:14])([CH3:15])[NH:16][CH2:17][CH:18]([CH2:19][n:20]2[cH:21][n:22][cH:23][cH:24]2)[OH:25])[cH:11][cH:12]1)=[O:28]. Starting materials: CCOC(=O)c1cc(I)cc(-c2ccc(C)cn2)c1, CC(=O)[O-], CC(C)c1csnn1, [K+], CN(C)C=O, [Pd]. Yields the product CCOC(=O)c1cc(-c2ccc(C)cn2)cc(-c2snnc2C(C)C)c1. Reaction SMILES: [CH2:1]([CH3:2])[O:3][C:4]([c:5]1[cH:6][c:7]([I:18])[cH:8][c:9](-[c:11]2[n:12][cH:13][c:14]([CH3:17])[cH:15][cH:16]2)[cH:10]1)=[O:19].[CH3:29][C:30](=[O:31])[O-:32].[CH:20]([CH3:21])([CH3:22])[c:23]1[n:24][n:25][s:26][cH:27]1.[K+:28].[O:33]=[CH:34][N:35]([CH3:36])[CH3:37].[Pd:38]>>[CH2:1]([CH3:2])[O:3][C:4]([c:5]1[cH:6][c:7](-[c:27]2[c:23]([CH:20]([CH3:21])[CH3:22])[n:24][n:25][s:26]2)[cH:8][c:9](-[c:11]2[n:12][cH:13][c:14]([CH3:17])[cH:15][cH:16]2)[cH:10]1)=[O:19].